Dataset: the Open Reaction Database (ORD), a public repository of structured organic reaction records. Task: describe an organic reaction: reactants, conditions, products, and yield Starting materials: CON(C(C1=C(C=C(C=C1)C(F)(F)F)NCCC)=O)C (N-Methoxy-N-methyl-2-propylamino-4-trifluoromethyl-benzamide), [H-].[Al+3].[Li+].[H-].[H-].[H-] (lithium aluminum hydride). Solvent: C1CCOC1 (THF). Reaction conditions: time 30 minute. Product: C(CC)NC1=C(C=O)C=CC(=C1)C(F)(F)F (2-propylamino-4-trifluoromethyl-benzaldehyde). Yield: 99.5%. RXN SMILES: CON(C)[C:4](=[O:19])[C:5]1[CH:10]=[CH:9][C:8]([C:11]([F:14])([F:13])[F:12])=[CH:7][C:6]=1[NH:15][CH2:16][CH2:17][CH3:18].[H-].[Al+3].[Li+].[H-].[H-].[H-]>C1COCC1>[CH2:16]([NH:15][C:6]1[CH:7]=[C:8]([C:11]([F:12])([F:13])[F:14])[CH:9]=[CH:10][C:5]=1[CH:4]=[O:19])[CH2:17][CH3:18] |f:1.2.3.4.5.6|. Procedure details: N-Methoxy-N-methyl-2-propylamino-4-trifluoromethyl-benzamide (98.3 mg, 0.339 mmol) was reacted with 1M lithium aluminum hydride (0.6 ml) in THF (20 ml) at −40° C. for 1 hr. The reaction mixture was quenched by adding saturated potassium hydrogen sulfate solution. The mixture was stirred for 30 min. The reactions solvent was removed in vacuo. Water (30 ml) was added to the resulting residue, which was extracted with CH2Cl2 (30 ml×3). The combined organic layer was dried over MgSO4 and concentrate... Reactants: ClC=1C=CC=C2C=C(N=C(C12)C(NC1CCOCC1)=O)[C@H](C)NC(OCC1C2=CC=CC=C2C=2C=CC=CC12)=O ((S)-(9H-fluoren-9-yl)methyl 1-(8-chloro-1-(tetrahydro-2H-pyran-4-ylcarbamoyl)isoquinolin-3-yl)ethylcarbamate). Run in N1CCOCC1 (morpholine). Reaction conditions: temperature 45 celsius, time 1 hour. The product is N[C@@H](C)C=1N=C(C2=C(C=CC=C2C1)Cl)C(=O)NC1CCOCC1 ((S)-3-(1-aminoethyl)-8-chloro-N-(tetrahydro-2H-pyran-4-yl)isoquinoline-1-carboxamide). RXN SMILES: [Cl:1][C:2]1[CH:3]=[CH:4][CH:5]=[C:6]2[C:11]=1[C:10]([C:12](=[O:20])[NH:13][CH:14]1[CH2:19][CH2:18][O:17][CH2:16][CH2:15]1)=[N:9][C:8]([C@@H:21]([NH:23]C(=O)OCC1C3C=CC=CC=3C3C1=CC=CC=3)[CH3:22])=[CH:7]2>N1CCOCC1>[NH2:23][C@H:21]([C:8]1[N:9]=[C:10]([C:12]([NH:13][CH:14]2[CH2:19][CH2:18][O:17][CH2:16][CH2:15]2)=[O:20])[C:11]2[C:6]([CH:7]=1)=[CH:5][CH:4]=[CH:3][C:2]=2[Cl:1])[CH3:22]. Procedure details: (S)-(9H-fluoren-9-yl)methyl 1-(8-chloro-1-(tetrahydro-2H-pyran-4-ylcarbamoyl)isoquinolin-3-yl)ethylcarbamate (351) (20.0 g, 36.0 mmol, 1.0 eq) was suspended in morpholine (200 mL), and then stirred at 40-50° C. for 1 h. The reaction mixture was concentrated in vacuo and then 1,4-dioxane (200 mL) was added to the residue. The mixture was concentrated in vacuo. The operation was repeated for 3-4 times. The residue was purified by flash column chromatography on silica gel (2-10% MeOH-DCM) to afford... The reactants are solid, Cl (hydrochloric acid), CC1=C2CCCOC2=CC=C1C(=O)NNC(C)(C)C (1-(5-methylchroman-6-carbonyl)-2-t-butyl hydrazine), CC1=C2CCCOC2=CC=C1C(=O)N(N)C(C)(C)C (1-(5-methylchroman-6-carbonyl)-1-t-butyl hydrazine). The solvent is O (water), O (water). Yields the product CC1=C2CCCOC2=CC=C1C(=O)O (5-methyl-6-chromanic acid). Yield: 16.8%. As a reaction SMILES: [CH3:1][C:2]1[C:11]([C:12](NNC(C)(C)C)=[O:13])=[CH:10][CH:9]=[C:8]2[C:3]=1[CH2:4][CH2:5][CH2:6][O:7]2.CC1C(C(N(C(C)(C)C)N)=O)=CC=C2C=1CCC[O:26]2.Cl>O>[CH3:1][C:2]1[C:11]([C:12]([OH:13])=[O:26])=[CH:10][CH:9]=[C:8]2[C:3]=1[CH2:4][CH2:5][CH2:6][O:7]2. Reported procedure: To a mixture of 57.8 g of a solid containing 80% of 1-(5-methylchroman-6-carbonyl)-2-t-butyl hydrazine and 20% of 1-(5-methylchroman-6-carbonyl)-1-t-butyl hydrazine and 900 ml of water was added 100 ml of concentrated hydrochloric acid at room temperature and then the the resultant was heated under reflux for 30 minutes. After cooling with ice and water, the resulting crystals were filtered to obtain 7.11 g of 5-methyl-6-chromanic acid in a yield of 16.8% (which had a purity of 99.5% by peak are...